This data is from the Open Reaction Database (ORD), a public repository of structured organic reaction records. The task is: describe an organic reaction: reactants, conditions, products, and yield Reactants: [OH-].[K+] (KOH), C(C)(C)(C)OC(=O)NCCOCCC(=O)O (3-(2-tert-Butoxycarbonylamino-ethoxy)-propionic acid), C(C)(=O)OC=C (vinyl acetate). The reagents and catalysts are [Pd] (Pd). Run in C(C)OCC (diethyl ether). Conditions: time 8 hour. Yields the product C(=C)OC(CCOCCNC(=O)OC(C)(C)C)=O (3-(2-tert-Butoxycarbonylamino-ethoxy)-propionic vinyl ester). Yield: 60.0%. Reaction SMILES: [C:1]([O:5][C:6]([NH:8][CH2:9][CH2:10][O:11][CH2:12][CH2:13][C:14]([OH:16])=[O:15])=[O:7])([CH3:4])([CH3:3])[CH3:2].[C:17](OC=C)(=O)[CH3:18].[OH-].[K+]>[Pd].C(OCC)C>[CH:17]([O:15][C:14](=[O:16])[CH2:13][CH2:12][O:11][CH2:10][CH2:9][NH:8][C:6]([O:5][C:1]([CH3:4])([CH3:2])[CH3:3])=[O:7])=[CH2:18] |f:2.3|. Reported procedure: 3-(2-tert-Butoxycarbonylamino-ethoxy)-propionic acid (3.72 g, 15.95 mmol) was dissolved in vinyl acetate (147 mL, 1595 mmol). Pd (II) acetate (716 mg, 3.19 mmol) and KOH (89 mg, 1.59 mmol) were added to the reaction mixture and stirred overnight. The reaction mixture was transferred into a large excess of diethyl ether to fully precipitate the black Pd byproduct. The solution plus precipitate was then filtered through celite to remove the black precipitate. The resulting solution was then concen... Reactants: [N-]=[N+]=[N-].[Na+] (Sodium azide), CC(=O)C (acetone), CC(=O)C (acetone), CC(CNC1=C(C(=NC2=CC=CC=C12)Cl)[N+](=O)[O-])(C)O (2-methyl-[(2-chloro-3-nitroquinolin-4-yl)amino]-2-propanol), CN(C=O)C (N,N-dimethylformamide). The solvent is O (water). The product is CC(CNC1=C(C=2N(C3=CC=CC=C13)N=NN2)[N+](=O)[O-])(C)O (2-methyl-[(4-nitro-5-tetrazolo[1,5-a]quinolinyl)amino]-2-propanol). Reaction SMILES: [N-:1]=[N+:2]=[N-:3].[Na+].[CH3:5][C:6]([OH:24])([CH3:23])[CH2:7][NH:8][C:9]1[C:18]2[C:13](=[CH:14][CH:15]=[CH:16][CH:17]=2)[N:12]=[C:11](Cl)[C:10]=1[N+:20]([O-:22])=[O:21].CN(C)C=O.CC(C)=O>O>[CH3:23][C:6]([OH:24])([CH3:5])[CH2:7][NH:8][C:9]1[C:18]2[C:17](=[CH:16][CH:15]=[CH:14][CH:13]=2)[N:1]2[N:2]=[N:3][N:12]=[C:11]2[C:10]=1[N+:20]([O-:22])=[O:21] |f:0.1|. Reported procedure: Sodium azide (19.5 g, 0.3 moles), 2-methyl-[(2-chloro-3-nitroquinolin-4-yl)amino]-2-propanol (29.6 g, 0.10 mole, U.S. Pat. No. 4,988,815 Example 12) and N,N-dimethylformamide (100 mL) were added to a jacketed 1 liter round bottom flask with the outside portion containing acetone. The reaction mixture was stirred with a stirring bar and the acetone refluxed to provide a constant internal reaction temperature of 53° C. After 18 hours the reaction mixture was diluted with water (100 mL). The result... The reactants are NC1=CC(=C(CC2=CC(=NC=C2)NCCCN(C)C)C=C1)F (4-(4-amino-2-fluorobenzyl)-N-(3-(dimethylamino)propyl)pyridin-2-amine), COC1=CC=C(CNC2=CC(=NC=N2)OC2=C(C=C(C=C2)NC(=O)NC(CC2=CC=C(C=C2)F)=O)F)C=C1 (1-(4-(6-(4-Methoxybenzylamino)pyrimidin-4-yloxy)-3-fluorophenyl)-3-(2-(4-fluorophenyl)acetyl)urea), COC1=CC=C(CNC2=CC(=NC=N2)OC2=C(C=C(C=C2)NC(=O)NC(CC2=CC=C(C=C2)F)=O)F)C=C1 (1-(4-(6-(4-Methoxybenzylamino)pyrimidin-4-yloxy)-3-fluorophenyl)-3-(2-(4-fluorophenyl)acetyl)urea), C(Cl)Cl (DCM). Reaction conditions: time 0.5 hour. Yield: 14.0%. The product is Cl.CN(CCCNC1=NC=CC(=C1)CC1=C(C=C(C=C1)NC(=O)NC(CC1=CC=C(C=C1)F)=O)F)C (1-(4-((2-(3-(dimethylamino)propylamino)pyridin-4-yl)methyl)-3-fluorophenyl)-3-(2-(4-fluorophenyl)acetyl)urea hydrochloride). As a reaction SMILES: [NH2:1][C:2]1[CH:21]=[CH:20][C:5]([CH2:6][C:7]2[CH:12]=[CH:11][N:10]=[C:9]([NH:13][CH2:14][CH2:15][CH2:16][N:17]([CH3:19])[CH3:18])[CH:8]=2)=[C:4]([F:22])[CH:3]=1.COC1C=CC(CNC2N=CN=C(OC3C=CC(N[C:45]([NH:47][C:48](=[O:57])[CH2:49][C:50]4[CH:55]=[CH:54][C:53]([F:56])=[CH:52][CH:51]=4)=[O:46])=CC=3F)C=2)=CC=1.C(Cl)[Cl:62]>>[ClH:62].[CH3:19][N:17]([CH3:18])[CH2:16][CH2:15][CH2:14][NH:13][C:9]1[CH:8]=[C:7]([CH2:6][C:5]2[CH:20]=[CH:21][C:2]([NH:1][C:45]([NH:47][C:48](=[O:57])[CH2:49][C:50]3[CH:55]=[CH:54][C:53]([F:56])=[CH:52][CH:51]=3)=[O:46])=[CH:3][C:4]=2[F:22])[CH:12]=[CH:11][N:10]=1 |f:3.4|. Procedure details: To a solution of 4-(4-amino-2-fluorobenzyl)-N-(3-(dimethylamino)propyl)pyridin-2-amine (30 mg, 0.1 mmol) in DCM (2 mL) was added a solution of 2-(4-fluorophenyl)acetyl isocyanate (Compound D of Example 11, 0.347 M in toluene, 0.25 mL). The mixture was stirred at room temperature for 0.5 h before it was quenched with MeOH. The solution was concentrated in vacuo and the residue was purified by prep. HPLC. The desired fractions were collected and concentrated in vacuo. The residue was dissolved in ... Starting materials: CC(Cn1ncc2ccc3oc(CN)cc3c21)NC(=O)OCc1ccccc1, CCN=C=O, C1CCOC1, CO, CC(C)NC(C)C, ClCCl. The product is CCNC(=O)NCc1cc2c(ccc3cnn(CC(C)NC(=O)OCc4ccccc4)c32)o1. RXN SMILES: [CH2:1]([c:2]1[cH:3][cH:4][cH:5][cH:6][cH:7]1)[O:8][C:9]([NH:10][CH:11]([CH2:12][n:13]1[n:14][cH:15][c:16]2[cH:17][cH:18][c:19]3[c:20]([c:21]12)[cH:22][c:23]([CH2:25][NH2:26])[o:24]3)[CH3:27])=[O:28].[CH2:36]([CH3:37])[N:38]=[C:39]=[O:40].[CH2:43]1[O:44][CH2:45][CH2:46][CH2:47]1.[CH3:41][OH:42].[CH:29]([NH:30][CH:31]([CH3:32])[CH3:33])([CH3:34])[CH3:35].[Cl:48][CH2:49][Cl:50]>>[CH2:1]([c:2]1[cH:3][cH:4][cH:5][cH:6][cH:7]1)[O:8][C:9]([NH:10][CH:11]([CH2:12][n:13]1[n:14][cH:15][c:16]2[cH:17][cH:18][c:19]3[c:20]([c:21]12)[cH:22][c:23]([CH2:25][NH:26][C:39]([NH:38][CH2:36][CH3:37])=[O:40])[o:24]3)[CH3:27])=[O:28]. Yields the product C(C1=CC=CC=C1)(C1=CC=CC=C1)N1CC(C1)(C(=O)N)NC (1-Benzhydryl-3-methylaminoazetidine-3-carboxylic Acid Amide). Run at time 8 hour. Reported procedure: A vigorously stirred solution of 1-benzhydryl-3-methylaminoazetidine-3-carbonitrile (I-3A-2a; 2.10 g, 7.57 mmol) in methylene chloride (25 ml) cooled in an ice bath was treated with H2SO4 (4.0 ml, 76 mmol), dropwise. After the reaction mixture was allowed to warm to room temperature and stir overnight, it was cooled in an ice bath and then carefully quenched with concentrated aqueous NH4OH to pH 11. The mixture was extracted with methylene chloride; the combined organic layers were dried (Na2SO4... Run in C(Cl)Cl (methylene chloride). Starting materials: C(C1=CC=CC=C1)(C1=CC=CC=C1)N1CC(C1)(C#N)NC (1-benzhydryl-3-methylaminoazetidine-3-carbonitrile), OS(=O)(=O)O (H2SO4). As a reaction SMILES: [CH:1]([N:14]1[CH2:17][C:16]([NH:20][CH3:21])([C:18]#[N:19])[CH2:15]1)([C:8]1[CH:13]=[CH:12][CH:11]=[CH:10][CH:9]=1)[C:2]1[CH:7]=[CH:6][CH:5]=[CH:4][CH:3]=1.[OH:22]S(O)(=O)=O>C(Cl)Cl>[CH:1]([N:14]1[CH2:17][C:16]([NH:20][CH3:21])([C:18]([NH2:19])=[O:22])[CH2:15]1)([C:8]1[CH:13]=[CH:12][CH:11]=[CH:10][CH:9]=1)[C:2]1[CH:3]=[CH:4][CH:5]=[CH:6][CH:7]=1.